This data is from the Open Reaction Database (ORD), a public repository of structured organic reaction records. The task is: describe an organic reaction: reactants, conditions, products, and yield Reaction SMILES: [F:18][c:19]1[cH:20][c:21]([C:28]#[N:29])[cH:22][c:23]([B:25]([OH:26])[OH:27])[cH:24]1.[NH2:1][c:2]1[cH:3][cH:4][c:5]2[c:6]([cH:17]1)[C:7]([CH2:13][CH3:14])([CH2:15][CH3:16])[O:8][C:9](=[O:12])[N:10]2[CH3:11]>>[NH:1]([c:2]1[cH:3][cH:4][c:5]2[c:6]([cH:17]1)[C:7]([CH2:13][CH3:14])([CH2:15][CH3:16])[O:8][C:9](=[O:12])[N:10]2[CH3:11])[c:23]1[cH:22][c:21]([C:28]#[N:29])[cH:20][c:19]([F:18])[cH:24]1. Product: CCC1(CC)OC(=O)N(C)c2ccc(Nc3cc(F)cc(C#N)c3)cc21. Starting materials: N#Cc1cc(F)cc(B(O)O)c1, CCC1(CC)OC(=O)N(C)c2ccc(N)cc21.